Dataset: the Open Reaction Database (ORD), a public repository of structured organic reaction records. Task: describe an organic reaction: reactants, conditions, products, and yield Reaction conditions: time 3 hour. The product is OC1=C(C(=O)NC2=C(C(=O)O)C=CC(=C2)C2=CC=CC=C2)C=C(C=C1)N(CCN1CCOCC1)C (2-(2-hydroxy-5-(methyl(2-(morpholin-4-yl)ethyl)amino)benzamido)-4-phenylbenzoic acid). Starting materials: FC(C(=O)O)(F)F (Trifluoroacetic acid), OC1=C(C(=O)NC2=C(C(=O)OC(C)(C)C)C=CC(=C2)C2=CC=CC=C2)C=C(C=C1)N(CCN1CCOCC1)C (tert-butyl 2-(2-hydroxy-5-(methyl(2-(morpholin-4-yl)ethyl)amino)benzamido)-4-phenylbenzoate). Procedure details: Trifluoroacetic acid (5.0 mL) was added to the obtained tert-butyl 2-(2-hydroxy-5-(methyl(2-(morpholin-4-yl)ethyl)amino)benzamido)-4-phenylbenzoate (0.074 g), followed by stirring at room temperature for 3 hours. The solvent was evaporated under reduced pressure, and water and chloroform were added to the residue. After adjusting the pH to 7.0 with a saturated aqueous solution of sodium bicarbonate, the organic layer was separated, and the aqueous layer was extracted with chloroform. The organic... Yield: 36.3%. As a reaction SMILES: FC(F)(F)C(O)=O.[OH:8][C:9]1[CH:36]=[CH:35][C:34]([N:37]([CH3:46])[CH2:38][CH2:39][N:40]2[CH2:45][CH2:44][O:43][CH2:42][CH2:41]2)=[CH:33][C:10]=1[C:11]([NH:13][C:14]1[CH:26]=[C:25]([C:27]2[CH:32]=[CH:31][CH:30]=[CH:29][CH:28]=2)[CH:24]=[CH:23][C:15]=1[C:16]([O:18]C(C)(C)C)=[O:17])=[O:12]>>[OH:8][C:9]1[CH:36]=[CH:35][C:34]([N:37]([CH3:46])[CH2:38][CH2:39][N:40]2[CH2:45][CH2:44][O:43][CH2:42][CH2:41]2)=[CH:33][C:10]=1[C:11]([NH:13][C:14]1[CH:26]=[C:25]([C:27]2[CH:28]=[CH:29][CH:30]=[CH:31][CH:32]=2)[CH:24]=[CH:23][C:15]=1[C:16]([OH:18])=[O:17])=[O:12]. Reactants: NC=1C=C(C(=O)C2=CC=C3CC(NC3=C2)=O)C=CC1 (6-(3-Amino-benzoyl)-1,3-dihydro-indol-2-one), acid chloride, CN1N=C(C(=C1C)C(=O)O)C (1,3,5-Trimethyl-1H-pyrazole-4-carboxylic acid), S(=O)(Cl)Cl (thionyl chloride). The solvent is C1CCOC1 (THF). Conditions: temperature 79 celsius, time 3 hour. The product is O=C1NC2=CC(=CC=C2C1)C(=O)C=1C=C(C=CC1)NC(=O)C=1C(=NN(C1C)C)C (1,3,5-Trimethyl-1H-pyrazole-4-carboxylic acid [3-(2-oxo-2,3-dihydro-1H-indole-6-carbonyl)-phenyl]-amide). The yield is 55.6%. RXN SMILES: [CH3:1][N:2]1[C:6]([CH3:7])=[C:5]([C:8]([OH:10])=O)[C:4]([CH3:11])=[N:3]1.S(Cl)(Cl)=O.[NH2:16][C:17]1[CH:18]=[C:19]([CH:32]=[CH:33][CH:34]=1)[C:20]([C:22]1[CH:30]=[C:29]2[C:25]([CH2:26][C:27](=[O:31])[NH:28]2)=[CH:24][CH:23]=1)=[O:21]>C1COCC1>[O:31]=[C:27]1[CH2:26][C:25]2[C:29](=[CH:30][C:22]([C:20]([C:19]3[CH:18]=[C:17]([NH:16][C:8]([C:5]4[C:4]([CH3:11])=[N:3][N:2]([CH3:1])[C:6]=4[CH3:7])=[O:10])[CH:34]=[CH:33][CH:32]=3)=[O:21])=[CH:23][CH:24]=2)[NH:28]1. Procedure details: A dry flask was charged with 1,3,5-Trimethyl-1H-pyrazole-4-carboxylic acid (0.122 g, 0.791 mmol) and thionyl chloride (5 mL) and allowed to stir at 79° C. for 3 h. The thionyl chloride was then removed by concentration in vacuo. The crude acid chloride was cooled to room temperature, and then dissolved in THF (8 mL). 6-(3-Amino-benzoyl)-1,3-dihydro-indol-2-one (as prepared in Example 40, 0.200 g, 0.793 mmol) was added to the THF solution of the acid chloride, and the mixture was allowed to reflu... The reactants are C=CCN1CCCc2ccc(OCCCCCCCCN=[N+]=[N-])cc2C1=O, CCO, B1CCCCCCCC1C1CCCCCCCC1, [Na+], [Na+], [Na+], C1CCOC1, [OH-], OO, O=S([O-])([O-])=S. Product: [N-]=[N+]=NCCCCCCCCOc1ccc2c(c1)C(=O)N(CCCO)CCC2. RXN SMILES: [CH2:1]([CH:2]=[CH2:3])[N:4]1[C:5](=[O:27])[c:6]2[c:7]([cH:11][cH:12][c:13]([O:15][CH2:16][CH2:17][CH2:18][CH2:19][CH2:20][CH2:21][CH2:22][CH2:23][N:24]=[N+:25]=[N-:26])[cH:14]2)[CH2:8][CH2:9][CH2:10]1.[CH3:62][CH2:63][OH:64].[CH:28]1([CH:29]2[CH2:30][CH2:31][CH2:32][CH2:33][CH2:34][CH2:35][CH2:36][CH2:37]2)[BH:38][CH2:39][CH2:40][CH2:41][CH2:42][CH2:43][CH2:44][CH2:45]1.[Na+:47].[Na+:55].[Na+:56].[O:57]1[CH2:58][CH2:59][CH2:60][CH2:61]1.[OH-:46].[OH:48][OH:49].[S:50]([O-:51])(=[O:52])([O-:53])=[S:54]>>[CH2:1]([CH2:2][CH2:3][OH:52])[N:4]1[C:5](=[O:27])[c:6]2[c:7]([cH:11][cH:12][c:13]([O:15][CH2:16][CH2:17][CH2:18][CH2:19][CH2:20][CH2:21][CH2:22][CH2:23][N:24]=[N+:25]=[N-:26])[cH:14]2)[CH2:8][CH2:9][CH2:10]1.